This data is from the Open Reaction Database (ORD), a public repository of structured organic reaction records. The task is: describe an organic reaction: reactants, conditions, products, and yield Reactants: C(C)(C)(C)OC(=O)N1CCC=2C(=NNC2CC1)C1=CC=C(C=C1)Cl (3-(4-chloro-phenyl)-4,5,7,8-tetrahydro-1H-1,2,6-triaza-azulene-6-carboxylic acid tert-butyl ester), FC1=C(CBr)C=CC(=C1)F (2,4-difluorobenzyl bromide), C(C)(C)(C)OC(=O)N1CCC2=C(N(N=C2CC1)CC1=C(C=C(C=C1)F)F)C1=CC=C(C=C1)Cl (3-(4-chloro-phenyl)-2-(2,4-difluoro-benzyl)-4,5,7,8-tetrahydro-2H-1,2,6-triaza-azulene-6-carboxylic acid tert-butyl ester). Yields the product ClC1=CC=C(C=C1)C1=NN(C=2CCNCCC12)CC1=C(C=C(C=C1)F)F (3-(4-Chloro-phenyl)-1-(2,4-difluoro-benzyl)-1,4,5,6,7,8-hexahydro-1,2,6-triaza-azulene). Yield: 40.1%. RXN SMILES: C(OC([N:8]1[CH2:17][CH2:16][C:15]2[NH:14][N:13]=[C:12]([C:18]3[CH:23]=[CH:22][C:21]([Cl:24])=[CH:20][CH:19]=3)[C:11]=2[CH2:10][CH2:9]1)=O)(C)(C)C.[F:25][C:26]1[CH:33]=[C:32]([F:34])[CH:31]=[CH:30][C:27]=1[CH2:28]Br.C(OC(N1CCC2C(=C(C3C=CC(Cl)=CC=3)N(CC3C=CC(F)=CC=3F)N=2)CC1)=O)(C)(C)C>>[Cl:24][C:21]1[CH:20]=[CH:19][C:18]([C:12]2[C:11]3[CH2:10][CH2:9][NH:8][CH2:17][CH2:16][C:15]=3[N:14]([CH2:28][C:27]3[CH:30]=[CH:31][C:32]([F:34])=[CH:33][C:26]=3[F:25])[N:13]=2)=[CH:23][CH:22]=1. Procedure details: The title compound (0.030 g) was prepared from 3-(4-chloro-phenyl)-4,5,7,8-tetrahydro-1H-1,2,6-triaza-azulene-6-carboxylic acid tert-butyl ester (Example 103, Step B; 0.2 mmol) using 2,4-difluorobenzyl bromide (0.3 mmol) in place of 2-chloromethyl-thiophene. The reaction sequence also yielded 3-(4-chloro-phenyl)-2-(2,4-difluoro-benzyl)-4,5,7,8-tetrahydro-2H-1,2,6-triaza-azulene-6-carboxylic acid tert-butyl ester in the alkylation step. MS (ESI): exact mass calculated for C20H18ClF2N3, 373.12. fo...